Dataset: the Open Reaction Database (ORD), a public repository of structured organic reaction records. Task: describe an organic reaction: reactants, conditions, products, and yield Reactants: [Si](C)(C)(C(C)(C)C)OC=1C(=C(C=C(C1)F)C(=CC(=O)OC)CC)F (Methyl 3-(3-(tert-butyldimethylsilyloxy)-2,5-difluorophenyl)pent-2-enoate). Reagents/catalysts: [Pd] (Pd/C). The solvent is CO (MeOH). Run at time 8 hour. Yields the product [Si](C)(C)(C(C)(C)C)OC=1C(=C(C=C(C1)F)C(CC(=O)OC)CC)F (Methyl 3-(3-(tert-butyldimethylsilyloxy)-2,5-difluorophenyl)pentanoate). Isolated yield 87.9%. Reaction SMILES: [Si:1]([O:8][C:9]1[C:10]([F:24])=[C:11]([C:16]([CH2:22][CH3:23])=[CH:17][C:18]([O:20][CH3:21])=[O:19])[CH:12]=[C:13]([F:15])[CH:14]=1)([C:4]([CH3:7])([CH3:6])[CH3:5])([CH3:3])[CH3:2]>[Pd].CO>[Si:1]([O:8][C:9]1[C:10]([F:24])=[C:11]([CH:16]([CH2:22][CH3:23])[CH2:17][C:18]([O:20][CH3:21])=[O:19])[CH:12]=[C:13]([F:15])[CH:14]=1)([C:4]([CH3:7])([CH3:6])[CH3:5])([CH3:3])[CH3:2]. Procedure details: A 75 mL pressure tube was charged with 90.E (mixture of geometric isomers) (0.26 g, 0.73 mmol), MeOH (7 mL), and Pd/C (10 wt. %) (0.039 g, 0.036 mmol). The tube was purged 3 times with H2 at 50 psi and sealed. The mixture was stirred for 8 hours at room temperature, filtered through silica gel (EtOAc), and concentrated to afford 90.F (0.23 g, 88% yield) as a colorless oil. The product thus obtained was used without further purification. Starting materials: C(C)(=O)O[BH-](OC(C)=O)OC(C)=O.[Na+] (Sodium triacetoxyborohydride), [OH-].[Na+] (NaOH), Cl.N1CCC2=CC(=CC=C12)C(=O)OC (methyl 2,3-dihydro-1H-indole-5-carboxylate HCl salt), C(C1=CC=CC=C1)=O (benzaldehyde). The solvent is C(Cl)Cl (CH2Cl2), O (Water). Conditions: time 2 hour. The product is C(C1=CC=CC=C1)N1CCC2=CC(=CC=C12)C(=O)OC (Methyl 1-benzyl-2,3-dihydro-1H-indole-5-carboxylate). Isolated yield 72.4%. RXN SMILES: Cl.[NH:2]1[C:10]2[C:5](=[CH:6][C:7]([C:11]([O:13][CH3:14])=[O:12])=[CH:8][CH:9]=2)[CH2:4][CH2:3]1.[CH:15](=O)[C:16]1[CH:21]=[CH:20][CH:19]=[CH:18][CH:17]=1.C(O[BH-](OC(=O)C)OC(=O)C)(=O)C.[Na+].[OH-].[Na+]>C(Cl)Cl.O>[CH2:15]([N:2]1[C:10]2[C:5](=[CH:6][C:7]([C:11]([O:13][CH3:14])=[O:12])=[CH:8][CH:9]=2)[CH2:4][CH2:3]1)[C:16]1[CH:21]=[CH:20][CH:19]=[CH:18][CH:17]=1 |f:0.1,3.4,5.6|. Procedure: A solution of methyl 2,3-dihydro-1H-indole-5-carboxylate HCl salt 55a (88.6 mg, 0.42 mmol), and benzaldehyde 23a (0.060 mL, 0.55 mmol) in CH2Cl2 (4 mL) was stirred at room temperature for 30 min. Sodium triacetoxyborohydride (159 mg, 0.75 mmol) was added to the mixture and stirring was continued for 2 h. Water was added to the resulting mixture at 0° C., and pH of the solution was adjusted to ˜8 with 1N aqueous NaOH. The mixture was extracted with CH2Cl2 and the organic layer was washed with bri... Starting materials: TEA, ClC1=NC(=CC=C1[N+](=O)[O-])Cl (2,6-Dichloro-3-nitropyridine), C(C=C)N (allyl amine). The solvent is C(Cl)Cl (DCM). Run at temperature -15 celsius, time 18 hour. The product is ClC1=CC=C(C(=N1)NCC=C)[N+](=O)[O-] (6-Chloro-3-nitro-N-(prop-2-en-1-yl)pyridin-2-amine). As a reaction SMILES: Cl[C:2]1[C:7]([N+:8]([O-:10])=[O:9])=[CH:6][CH:5]=[C:4]([Cl:11])[N:3]=1.[CH2:12]([NH2:15])[CH:13]=[CH2:14]>C(Cl)Cl>[Cl:11][C:4]1[N:3]=[C:2]([NH:15][CH2:12][CH:13]=[CH2:14])[C:7]([N+:8]([O-:10])=[O:9])=[CH:6][CH:5]=1. Reported procedure: 2,6-Dichloro-3-nitropyridine (71-1, 10 g, 51.8 mmol, 1.0 equiv) was added to anhydrous DCM (207 mL) and cooled to −15° C. TEA (7.57 mL, 53.9 mmol, 1.04 equiv) was then added followed by allyl amine (4.05 mL, 53.9 mmol, 1.04 equiv) over 12 h via syringe pump. Following this duration, the reaction vessel was removed from the −15° C. bath and allowed to gradually warm to RT. After 18 h, the reaction was quenched with 0.2M citric acid (100 mL) and diluted with CH2Cl2 (40 mL). The layers were separat... Reactants: NC=1C(=NC=CC1)Br (3-amino-2-bromopyridine), C(C)OC(=S)[S-].[K+] (potassium ethylxanthate), CN(C=O)C (dimethylformamide), Cl (Hydrochloric acid). Run in O (water). Run at temperature 130 celsius, time 10 minute. Yields the product N1=C(SC2=NC=CC=C21)S (thiazolo[5,4-b]pyridine-2-thiol). The yield is 96.5%. Reaction SMILES: [NH2:1][C:2]1[C:3](Br)=[N:4][CH:5]=[CH:6][CH:7]=1.C(O[C:12]([S-:14])=[S:13])C.[K+].CN(C)C=O.Cl>O>[N:1]1[C:2]2[C:3](=[N:4][CH:5]=[CH:6][CH:7]=2)[S:13][C:12]=1[SH:14] |f:1.2|. Procedure details: In a round-bottomed flask, 3-amino-2-bromopyridine (1.14 g, 6.59 mmol), potassium ethylxanthate (2.32 g, 14.5 mmol) and dry dimethylformamide (4 mL) were mixed. The reaction mixture was heated to 130° C. overnight. After cooling to room temperature, the reaction mixture was diluted with water (150 mL). 5 N Hydrochloric acid (4 mL) was added and the mixture was stirred for 10 minutes. The precipitate formed was collected by filtration and dried in a vacuum oven at 80° C. overnight to give thiazol... Starting materials: CC(=O)OCc1c(-c2cc(Nc3ccc(C(=O)N4CCOCC4)cn3)c(=O)n(C)c2)cccc1-n1ccc2cc(N(C)C)ccc2c1=O, CO, [Li+], C1CCOC1, [OH-], O. Product: CN(C)c1ccc2c(=O)n(-c3cccc(-c4cc(Nc5ccc(C(=O)N6CCOCC6)cn5)c(=O)n(C)c4)c3CO)ccc2c1. As a reaction SMILES: [CH3:1][N:2]([c:3]1[cH:4][c:5]2[cH:6][cH:7][n:8](-[c:14]3[c:15]([CH2:16][O:17][C:18](=[O:19])[CH3:20])[c:21](-[c:25]4[cH:26][n:27]([CH3:47])[c:28](=[O:46])[c:29]([NH:31][c:32]5[n:33][cH:34][c:35]([C:38](=[O:39])[N:40]6[CH2:41][CH2:42][O:43][CH2:44][CH2:45]6)[cH:36][cH:37]5)[cH:30]4)[cH:22][cH:23][cH:24]3)[c:9](=[O:13])[c:10]2[cH:11][cH:12]1)[CH3:48].[CH3:57][OH:58].[Li+:50].[O:52]1[CH2:53][CH2:54][CH2:55][CH2:56]1.[OH-:51].[OH2:49]>>[CH3:1][N:2]([c:3]1[cH:4][c:5]2[cH:6][cH:7][n:8](-[c:14]3[c:15]([CH2:16][OH:17])[c:21](-[c:25]4[cH:26][n:27]([CH3:47])[c:28](=[O:46])[c:29]([NH:31][c:32]5[n:33][cH:34][c:35]([C:38](=[O:39])[N:40]6[CH2:41][CH2:42][O:43][CH2:44][CH2:45]6)[cH:36][cH:37]5)[cH:30]4)[cH:22][cH:23][cH:24]3)[c:9](=[O:13])[c:10]2[cH:11][cH:12]1)[CH3:48]. Reactants: COC(C1=C(C=CC=C1)OC1=C(C(=CC=C1)OCCCOC1=C(C=C(C(=C1)OCC1=CC=CC=C1)C(CCl)=O)CC)CCC)=O (2-(3-{3-[5-benzyloxy-4-(2-chloroacetyl)-2-ethylphenoxy)propoxy]-2-propylphenoxy}benzoic acid methyl ester), C(=S)N (thioformamide), C([O-])([O-])=O.[Mg+2] (magnesium carbonate). Run in O1CCOCC1 (dioxane), C(C)OCC (diethyl ether), [OH-].[Na+] (sodium hydroxide). Product: C(C)C1=C(OCCCOC=2C(=C(OC3=C(C(=O)O)C=CC=C3)C=CC2)CCC)C=C(C(=C1)C=1N=CSC1)O (2-{3-[3-(2-Ethyl-5-hydroxy-4-thiazol-4-yl-phenoxy)propoxy]-2-propyl-phenoxy}benzoic acid). The yield is 60.1%. Reaction SMILES: C[O:2][C:3](=[O:45])[C:4]1[CH:9]=[CH:8][CH:7]=[CH:6][C:5]=1[O:10][C:11]1[CH:16]=[CH:15][CH:14]=[C:13]([O:17][CH2:18][CH2:19][CH2:20][O:21][C:22]2[CH:27]=[C:26]([O:28]CC3C=CC=CC=3)[C:25]([C:36](=O)[CH2:37]Cl)=[CH:24][C:23]=2[CH2:40][CH3:41])[C:12]=1[CH2:42][CH2:43][CH3:44].[CH:46]([NH2:48])=[S:47].C(=O)([O-])[O-].[Mg+2]>O1CCOCC1.C(OCC)C.[OH-].[Na+]>[CH2:40]([C:23]1[CH:24]=[C:25]([C:36]2[N:48]=[CH:46][S:47][CH:37]=2)[C:26]([OH:28])=[CH:27][C:22]=1[O:21][CH2:20][CH2:19][CH2:18][O:17][C:13]1[C:12]([CH2:42][CH2:43][CH3:44])=[C:11]([CH:16]=[CH:15][CH:14]=1)[O:10][C:5]1[CH:6]=[CH:7][CH:8]=[CH:9][C:4]=1[C:3]([OH:2])=[O:45])[CH3:41] |f:2.3,6.7|. Procedure details: A mixture of 2-(3-{3-[5-benzyloxy-4-(2-chloroacetyl)-2-ethylphenoxy)propoxy]-2-propylphenoxy}benzoic acid methyl ester (500 mg, 0.792 mmol), thioformamide (20 mL, 8.0 mmol), and magnesium carbonate in dioxane (10 mL) was heated at reflux for 2 h. The mixture was cooled to room temperature and diluted with diethyl ether and 0.2 M sodium hydroxide solution. The organic layer was separated, washed with saturated sodium chloride solution, dried (sodium sulfate), filtered, and concentrated in vacuo. ... RXN SMILES: C1CCN2C(=NCCC2)CC1.[CH3:12][N:13]([CH2:18][C:19]1[CH:20]=[CH:21][C:22]([S:29]([CH3:32])(=[O:31])=[O:30])=[C:23]([S:25]([NH2:28])(=[O:27])=[O:26])[CH:24]=1)[S:14]([CH3:17])(=[O:16])=[O:15].[CH3:33][O:34][C:35]1[CH:40]=[C:39]([O:41][CH3:42])[N:38]=[C:37]([NH:43][C:44](=O)[O:45]C2C=CC=CC=2)[N:36]=1.Cl>C(#N)C.O.C(OCC)C>[CH3:42][O:41][C:39]1[CH:40]=[C:35]([O:34][CH3:33])[N:36]=[C:37]([NH:43][C:44]([NH:28][S:25]([C:23]2[CH:24]=[C:19]([CH2:18][N:13]([CH3:12])[S:14]([CH3:17])(=[O:15])=[O:16])[CH:20]=[CH:21][C:22]=2[S:29]([CH3:32])(=[O:31])=[O:30])(=[O:26])=[O:27])=[O:45])[N:38]=1. The product is COC1=NC(=NC(=C1)OC)NC(=O)NS(=O)(=O)C1=C(C=CC(=C1)CN(S(=O)(=O)C)C)S(=O)(=O)C (N-(4,6-Dimethoxypyrimidin-2-ylaminocarbonyl)-5-(N-methyl-N-methanesulfonylaminomethyl)-2-methanesulfonylbenzenesulfonamide). Starting materials: Cl (HCl), C1CCC2=NCCCN2CC1 (DBU), CN(S(=O)(=O)C)CC=1C=CC(=C(C1)S(=O)(=O)N)S(=O)(=O)C (5-(N-methyl-N-methanesulfonylaminomethyl)-2-methanesulfonylbenzenesulfonamide), COC1=NC(=NC(=C1)OC)NC(OC1=CC=CC=C1)=O (phenyl N-(4,6-dimethoxypyrimidin-2-yl)carbamate). The solvent is C(C)#N (acetonitrile), O (water), C(C)OCC (diethyl ether). Conditions: time 2 hour. Procedure details: 0.56 ml (3.7 mmol) of DBU is added dropwise to a suspension of 1.33 g (3.7 mmol) of 5-(N-methyl-N-methanesulfonylaminomethyl)-2-methanesulfonylbenzenesulfonamide and 1.03 g (3.7 mmol) of phenyl N-(4,6-dimethoxypyrimidin-2-yl)carbamate in 20 ml of acetonitrile. After 2 h, the mixture is diluted with water and diethyl ether and acidified to pH 1-2 with HCl and the precipitated product is filtered off, washed with water and diethyl ether and dried; yield: 1.78 g (89.5%) of N-(4,6-dimethoxypyrimidin... Isolated yield 76.9%. Reported procedure: To a solution of the title compound of step D (0.37 g, 0.76 mmol) in 10 mL of MeOH at room temperature, sodium borohydride (0.035 g, 0.93 mmol) was added and the mixture stirred for 2 hours. The clear solution was then concentrated to 5 mL and diluted with 100 mL of water and the aqueous solution was extracted with 3×100 mL of EtOAc. The combined organic extracts were then washed once with water and dried and evaporated to provide 0.3 g (95%) of the title compound of this step as a colorless gum... Run at time 2 hour. Reactants: CC=1C(=NOC1C)N(S(=O)(=O)C=1C(=CC=CC1)C1=C(C=C(C=C1)C=1OC=CN1)C=O)COCCOC (N-(4,5-Dimethyl-3-isoxazolyl)-2'-formyl-N-[(2-methoxyethoxy)methyl]-4'-(2-oxazolyl)[1,1'-biphenyl]-2-sulfonamide), [BH4-].[Na+] (sodium borohydride). Yields the product CC=1C(=NOC1C)N(S(=O)(=O)C=1C(=CC=CC1)C1=C(C=C(C=C1)C=1OC=CN1)CO)COCCOC (N-(4,5-Dimethyl-3-isoxazolyl)-2'-(hydroxymethyl)-N-[(2-methoxyethoxy)methyl]-4'-(2-oxazolyl)[1,1'-biphenyl]-2-sulfonamide). RXN SMILES: [CH3:1][C:2]1[C:3]([N:8]([CH2:31][O:32][CH2:33][CH2:34][O:35][CH3:36])[S:9]([C:12]2[C:13]([C:18]3[CH:23]=[CH:22][C:21]([C:24]4[O:25][CH:26]=[CH:27][N:28]=4)=[CH:20][C:19]=3[CH:29]=[O:30])=[CH:14][CH:15]=[CH:16][CH:17]=2)(=[O:11])=[O:10])=[N:4][O:5][C:6]=1[CH3:7].[BH4-].[Na+]>CO>[CH3:1][C:2]1[C:3]([N:8]([CH2:31][O:32][CH2:33][CH2:34][O:35][CH3:36])[S:9]([C:12]2[C:13]([C:18]3[CH:23]=[CH:22][C:21]([C:24]4[O:25][CH:26]=[CH:27][N:28]=4)=[CH:20][C:19]=3[CH2:29][OH:30])=[CH:14][CH:15]=[CH:16][CH:17]=2)(=[O:11])=[O:10])=[N:4][O:5][C:6]=1[CH3:7] |f:1.2|. Solvent: CO (MeOH).